Dataset: the Open Reaction Database (ORD), a public repository of structured organic reaction records. Task: describe an organic reaction: reactants, conditions, products, and yield Reported procedure: To a mixture of [4-(4-amino-phenyl)-6-chloro-3-methyl-naphthalen-2-yl]-acetic acid methyl ester (115 mg, 0.34 mmol) and isocyanato-benzene (36 mg, 0.29 mmol) was added ethanol (5 mL) under nitrogen. The resulting suspension was stirred at room temperature for 4 hours and the precipitated solids were collected by filtration, washed with cold ethanol, and air-dried to give {6-chloro-3-methyl-4-[4-(3-phenyl-ureido)-phenyl]-naphthalen-2-yl}-acetic acid methyl ester (44 mg, 28%) as a white solid. 1H ... Starting materials: COC(CC1=CC2=CC=C(C=C2C(=C1C)C1=CC=C(C=C1)N)Cl)=O ([4-(4-amino-phenyl)-6-chloro-3-methyl-naphthalen-2-yl]-acetic acid methyl ester), N(=C=O)C1=CC=CC=C1 (isocyanato-benzene). Yield: 33.1%. As a reaction SMILES: [CH3:1][O:2][C:3](=[O:24])[CH2:4][C:5]1[C:14]([CH3:15])=[C:13]([C:16]2[CH:21]=[CH:20][C:19]([NH2:22])=[CH:18][CH:17]=2)[C:12]2[C:7](=[CH:8][CH:9]=[C:10]([Cl:23])[CH:11]=2)[CH:6]=1.[N:25]([C:28]1[CH:33]=[CH:32][CH:31]=[CH:30][CH:29]=1)=[C:26]=[O:27]>C(O)C>[CH3:1][O:2][C:3](=[O:24])[CH2:4][C:5]1[C:14]([CH3:15])=[C:13]([C:16]2[CH:21]=[CH:20][C:19]([NH:22][C:26]([NH:25][C:28]3[CH:33]=[CH:32][CH:31]=[CH:30][CH:29]=3)=[O:27])=[CH:18][CH:17]=2)[C:12]2[C:7](=[CH:8][CH:9]=[C:10]([Cl:23])[CH:11]=2)[CH:6]=1. Run at time 4 hour. Product: COC(CC1=CC2=CC=C(C=C2C(=C1C)C1=CC=C(C=C1)NC(=O)NC1=CC=CC=C1)Cl)=O ({6-chloro-3-methyl-4-[4-(3-phenyl-ureido)-phenyl]-naphthalen-2-yl}-acetic acid methyl ester). Run in C(C)O (ethanol). Reactants: COC1=CC=C2CCCC(C2=C1)C(=O)O (7-methoxy-1,2,3,4-tetrahydronaphthalene-1-carboxylic acid), C(C)(C)C1=CC=C(C=C1)NCC1=CC=C(C=C1)OC ((4-isopropylphenyl)[(4-methoxyphenyl)methyl]amine). The product is C(C)(C)C1=CC=C(C=C1)N(C(=O)C1CCCC2=CC=C(C=C12)OC)CC1=CC=C(C=C1)OC (N-(4-isopropylphenyl)-N-[(4-methoxyphenyl)methyl]-7-methoxy-1,2,3,4-tetrahydronaphthalene-1-carboxamide). Isolated yield 56.1%. RXN SMILES: [CH3:1][O:2][C:3]1[CH:12]=[C:11]2[C:6]([CH2:7][CH2:8][CH2:9][CH:10]2[C:13]([OH:15])=O)=[CH:5][CH:4]=1.[CH:16]([C:19]1[CH:24]=[CH:23][C:22]([NH:25][CH2:26][C:27]2[CH:32]=[CH:31][C:30]([O:33][CH3:34])=[CH:29][CH:28]=2)=[CH:21][CH:20]=1)([CH3:18])[CH3:17]>>[CH:16]([C:19]1[CH:24]=[CH:23][C:22]([N:25]([CH2:26][C:27]2[CH:28]=[CH:29][C:30]([O:33][CH3:34])=[CH:31][CH:32]=2)[C:13]([CH:10]2[C:11]3[C:6](=[CH:5][CH:4]=[C:3]([O:2][CH3:1])[CH:12]=3)[CH2:7][CH2:8][CH2:9]2)=[O:15])=[CH:21][CH:20]=1)([CH3:18])[CH3:17]. Reported procedure: By the reaction and treatment in the same manner as in Example 4 using 7-methoxy-1,2,3,4-tetrahydronaphthalene-1-carboxylic acid (0.31 g) and (4-isopropylphenyl)[(4-methoxyphenyl)methyl]amine (0.38 g) as starting materials, N-(4-isopropylphenyl)-N-[(4-methoxyphenyl)methyl]-7-methoxy-1,2,3,4-tetrahydronaphthalene-1-carboxamide (0.37 g) was obtained. melting point: 83-85° C. The reactants are O=C(Cl)c1ccccc1, O=C([O-])[O-], Cl, [Na+], [Na+], [Na+], O=C([O-])O, O, O=C(O)c1ccccc1S. Yields the product O=C(Sc1ccccc1C(=O)O)c1ccccc1. RXN SMILES: [C:16]([c:17]1[cH:18][cH:19][cH:20][cH:21][cH:22]1)(=[O:23])[Cl:24].[C:25](=[O:26])([O-:27])[O-:28].[ClH:31].[Na+:15].[Na+:29].[Na+:30].[O-:11][C:12]([OH:13])=[O:14].[OH2:32].[SH:1][c:2]1[c:3]([C:4](=[O:5])[OH:6])[cH:7][cH:8][cH:9][cH:10]1>>[S:1]([c:2]1[c:3]([C:4](=[O:5])[OH:6])[cH:7][cH:8][cH:9][cH:10]1)[C:16]([c:17]1[cH:18][cH:19][cH:20][cH:21][cH:22]1)=[O:23]. The reactants are S(=O)(=O)([O-])[O-].NC1=NC(=NS1)C(C(=O)NC1[C@@H]2N(C(=C(CS2)C[N+]2=CC=CC=C2)C(=O)O)C1=O)=NOCC=C.NC1=NC(=NS1)C(C(=O)NC1[C@@H]2N(C(=C(CS2)C[N+]2=CC=CC=C2)C(=O)O)C1=O)=NOCC=C (7-[2-(5-amino-1,2,4-thiadiazol-3-yl)-2-allyloxyiminoacetamido]-3-(1-pyridinio)methyl-3-cephem-4-carboxylate hemisulfate), C(O)([O-])=O.[Na+] (sodium hydrogencarbonate). The product is C(=O)([O-])NC1=NC(=NS1)C(C(=O)NC1[C@@H]2N(C(=C(CS2)C[N+]2=CC=CC=C2)C(=O)[O-])C1=O)=NOCC=C.[Na+] (Sodium 7-[2-(5-carboxylatoamino-1,2,4-thiadiazol-3-yl)-2-allyloxyiminoacetamido]-3-(1-pyridinio)methyl-3-cephem-4-carboxylate). RXN SMILES: S([O-])([O-])(=O)=O.[NH2:6][C:7]1[S:11][N:10]=[C:9]([C:12](=[N:35][O:36][CH2:37][CH:38]=[CH2:39])[C:13]([NH:15][CH:16]2[C:33](=[O:34])[N:18]3[C:19]([C:30]([OH:32])=[O:31])=[C:20]([CH2:23][N+:24]4[CH:29]=[CH:28][CH:27]=[CH:26][CH:25]=4)[CH2:21][S:22][C@H:17]23)=[O:14])[N:8]=1.NC1SN=C(C(=NOCC=C)C(NC2C(=O)N3C([C:64]([OH:66])=[O:65])=C(C[N+]4C=CC=CC=4)CS[C@H]23)=O)N=1.C(=O)([O-])O.[Na+:78]>>[C:64]([NH:6][C:7]1[S:11][N:10]=[C:9]([C:12](=[N:35][O:36][CH2:37][CH:38]=[CH2:39])[C:13]([NH:15][CH:16]2[C:33](=[O:34])[N:18]3[C:19]([C:30]([O-:32])=[O:31])=[C:20]([CH2:23][N+:24]4[CH:25]=[CH:26][CH:27]=[CH:28][CH:29]=4)[CH2:21][S:22][C@H:17]23)=[O:14])[N:8]=1)([O-:66])=[O:65].[Na+:78] |f:0.1.2,3.4,5.6|. Procedure: Sodium 7-[2-(5-carboxylatoamino-1,2,4-thiadiazol-3-yl)-2-allyloxyiminoacetamido]-3-(1-pyridinio)methyl-3-cephem-4-carboxylate (syn isomer) was prepared by reacting 7-[2-(5-amino-1,2,4-thiadiazol-3-yl)-2-allyloxyiminoacetamido]-3-(1-pyridinio)methyl-3-cephem-4-carboxylate hemisulfate (syn isomer((50 mg) and sodium hydrogencarbonate (15.3 mg) and detected according to a similar manner to that of Example 17. Starting materials: [Cl-].[Na+] (sodium chloride), [BH4-].[Na+] (Sodium borohydride), C1OC2(CC=3CC[C@H]4[C@@H]5CCC([C@@]5(C)CC=C4C3CC2)=O)OC1 (3,3-ethylenedioxyestra-5(10), 9(11)-dien-17-one), CC(=O)C (acetone). The solvent is C(C)(=O)OCC (ethyl acetate), O (water), [OH-].[Na+] (sodium hydroxide), CO (methanol). Run at temperature 2 celsius, time 2 hour. The product is C1OC2(CC=3CC[C@H]4[C@@H]5CCC([C@@]5(C)CC=C4C3CC2)O)OC1 (3,3-ethylenedioxyestra-5(10), 9(11)-dien-17-ol). As a reaction SMILES: [BH4-].[Na+].[CH2:3]1[CH2:25][O:24][C:5]2([CH2:22][CH2:21][C:20]3[C:19]4[C@H:10]([C@H:11]5[C@@:15]([CH2:17][CH:18]=4)([CH3:16])[C:14](=[O:23])[CH2:13][CH2:12]5)[CH2:9][CH2:8][C:7]=3[CH2:6]2)[O:4]1.CC(C)=O.[Cl-].[Na+]>[OH-].[Na+].CO.C(OCC)(=O)C.O>[CH2:25]1[CH2:3][O:4][C:5]2([CH2:22][CH2:21][C:20]3[C:19]4[C@H:10]([C@H:11]5[C@@:15]([CH2:17][CH:18]=4)([CH3:16])[CH:14]([OH:23])[CH2:13][CH2:12]5)[CH2:9][CH2:8][C:7]=3[CH2:6]2)[O:24]1 |f:0.1,4.5,6.7|. Procedure details: Sodium borohydride (MW=37.8; 18.9 g; 500 mmol) in solution in 0.5 N sodium hydroxide (100 ml) is introduced, over approximately 5 min at around 2° C., into a suspension of 3,3-ethylenedioxyestra-5(10), 9(11)-dien-17-one (MW=314.4; 100 g; 318 mmol) in methanol (1 liter). The mixture is stirred for 2 h at around 2° C. and then acetone (100 ml) is introduced over approximately 15 min at around 5° C. The mixture is stirred for 1 h and the medium is run, at around 20° C., into a stirred mixture of wa... Reactants: O=C(Cl)C12CC3CC(CC(C3)C1)C2, Nc1ccc2ccccc2n1, O, c1ccncc1. The product is O=C(Nc1ccc2ccccc2n1)C12CC3CC(CC(C3)C1)C2, Cl. Reaction SMILES: [C:1]12([C:11](=[O:12])[Cl:13])[CH2:2][CH:3]3[CH2:4][CH:5]([CH2:6][CH:7]([CH2:8]1)[CH2:9]3)[CH2:10]2.[NH2:14][c:15]1[n:16][c:17]2[cH:18][cH:19][cH:20][cH:21][c:22]2[cH:23][cH:24]1.[OH2:31].[cH:25]1[cH:26][cH:27][n:28][cH:29][cH:30]1>>[C:1]12([C:11](=[O:12])[NH:14][c:15]3[n:16][c:17]4[cH:18][cH:19][cH:20][cH:21][c:22]4[cH:23][cH:24]3)[CH2:2][CH:3]3[CH2:4][CH:5]([CH2:6][CH:7]([CH2:8]1)[CH2:9]3)[CH2:10]2.[ClH:13]. Starting materials: CCOC(=O)OCC, CC[O-], Cc1ccccc1, CCO, COc1c(CC#N)cccc1Oc1ccccc1F, [Na+], [Na]. Yields the product CCOC(=O)C(C#N)c1cccc(Oc2ccccc2F)c1OC. RXN SMILES: [C:25]([O:26][CH2:27][CH3:28])([O:29][CH2:31][CH3:32])=[O:30].[CH3:2][CH2:3][O-:4].[CH3:33][c:34]1[cH:35][cH:36][cH:37][cH:38][cH:39]1.[CH3:40][CH2:41][OH:42].[CH3:6][O:7][c:8]1[c:9]([CH2:22][C:23]#[N:24])[cH:10][cH:11][cH:12][c:13]1[O:14][c:15]1[c:16]([F:21])[cH:17][cH:18][cH:19][cH:20]1.[Na+:1].[Na:5]>>[CH3:6][O:7][c:8]1[c:9]([CH:22]([C:23]#[N:24])[C:25]([O:26][CH2:27][CH3:28])=[O:29])[cH:10][cH:11][cH:12][c:13]1[O:14][c:15]1[c:16]([F:21])[cH:17][cH:18][cH:19][cH:20]1.